From a dataset of the Open Reaction Database (ORD), a public repository of structured organic reaction records. describe an organic reaction: reactants, conditions, products, and yield Solvent: O (H2O). Reaction conditions: time 5 minute. Reaction SMILES: [CH3:1][C:2]1[C:3]([C:23]2[CH:28]=[CH:27][CH:26]=[CH:25][CH:24]=2)=[C:4]([O:14][C:15]2[CH:22]=[CH:21][C:18]([CH:19]=[O:20])=[CH:17][CH:16]=2)[C:5]2[C:10]([CH:11]=1)=[CH:9][C:8]([O:12][CH3:13])=[CH:7][CH:6]=2.CC(C)=[O:31].S(=O)(=O)(O)N.Cl([O-])=O.[Na+]>O>[CH3:1][C:2]1[C:3]([C:23]2[CH:28]=[CH:27][CH:26]=[CH:25][CH:24]=2)=[C:4]([O:14][C:15]2[CH:22]=[CH:21][C:18]([C:19]([OH:31])=[O:20])=[CH:17][CH:16]=2)[C:5]2[C:10]([CH:11]=1)=[CH:9][C:8]([O:12][CH3:13])=[CH:7][CH:6]=2 |f:3.4|. Starting materials: Cl(=O)[O-].[Na+] (sodium chlorite), CC=1C(=C(C2=CC=C(C=C2C1)OC)OC1=CC=C(C=O)C=C1)C1=CC=CC=C1 (4-{[3-Methyl-6-(methyloxy)-2-phenyl-1-naphthalenyl]oxy}benzaldehyde), CC(=O)C (acetone), S(N)(O)(=O)=O (sulfamic acid). The yield is 80.0%. Reported procedure: To 4-{[3-methyl-6-(methyloxy)-2-phenyl-1-naphthalenyl]oxy}benzaldehyde (8) (0.565 g, 1.53 mmol) was added a 2:1 acetone:H2O solution (21 mL). The turbid solution was cooled in an ice-water bath and sulfamic acid (0.158 g, 1.63 mmol, 1.06 eq) was added portionwise over several minutes. The reaction mixture was stirred for 5 min and sodium chlorite (80% tech. Grade) (0.185 g, 1.64 mmol, 1.07 eq) was added portionwise. The reaction mixture was stirred for 30 min. The acetone was removed in vacuo an... Product: CC=1C(=C(C2=CC=C(C=C2C1)OC)OC1=CC=C(C(=O)O)C=C1)C1=CC=CC=C1 (4-{[3-Methyl-6-(methyloxy)-2-phenyl-1-naphthalenyl]oxy}benzoic acid). Starting materials: O (water), [OH-].[Na+] (sodium hydroxide), OC=1C=CC=2C3=CC(=CC=C3C3=CC=CC1C23)O (3,9-dihydroxyfluoranthene), 29.8, Cl.N1(CCCCC1)CCCCl (3-piperidinopropyl chloride hydrochloride). Solvent: C1(=CC=CC=C1)C (toluene). Yields the product N1(CCCCC1)CCCOC=1C=CC=2C3=CC(=CC=C3C3=CC=CC1C23)OCCCN2CCCCC2 (3,9-Bis(3-piperidinopropoxy)fluoranthene). RXN SMILES: O.[OH-].[Na+].[OH:4][C:5]1[CH:6]=[CH:7][C:8]2[C:9]3[C:14]([C:15]4[C:20]=2[C:19]=1[CH:18]=[CH:17][CH:16]=4)=[CH:13][CH:12]=[C:11]([OH:21])[CH:10]=3.Cl.[N:23]1([CH2:29][CH2:30][CH2:31]Cl)[CH2:28][CH2:27][CH2:26][CH2:25][CH2:24]1>C1(C)C=CC=CC=1>[N:23]1([CH2:29][CH2:30][CH2:31][O:4][C:5]2[CH:6]=[CH:7][C:8]3[C:9]4[C:14]([C:15]5[C:20]=3[C:19]=2[CH:18]=[CH:17][CH:16]=5)=[CH:13][CH:12]=[C:11]([O:21][CH2:31][CH2:30][CH2:29][N:23]2[CH2:28][CH2:27][CH2:26][CH2:25][CH2:24]2)[CH:10]=4)[CH2:28][CH2:27][CH2:26][CH2:25][CH2:24]1 |f:1.2,4.5|. Procedure details: To 200 ml of water containing 16.0 g (0.4 mole) of sodium hydroxide and 15.7 g (0.067 mole) of 3,9-dihydroxyfluoranthene are added 200 ml of toluene and 29.8 (0.15 mole) of 3-piperidinopropyl chloride hydrochloride and the heterogeneous reaction mixture is stirred at reflux for 24 hours. After cooling, the organic layer is washed with water, dried over magnesium sulfate, and concentrated in vacuo. The residue is crystallized from ether to give 3,9-bis(3-piperidinopropoxy)fluoroanthene, M.P. 92°-... Reactants: ClC1CC2=C(SC3=C1C=C(C=C3)F)C=C(C=C2)OC (10-chloro-8-fluoro-10,11-dihydro-3-methoxy-dibenzo[b,f]thiepin), CN1CCNCC1 (N-methylpiperazine), [OH-].[Na+] (sodium hydroxide). Yields the product FC=1C=CC2=C(C(CC3=C(S2)C=C(C=C3)OC)N3CCN(CC3)C)C1 (1-{8-fluoro-10,11-dihydro-3-methoxy-dibenzo[b,f]thiepin-10-yl}-4-methylpiperazine). RXN SMILES: Cl[CH:2]1[C:8]2[CH:9]=[C:10]([F:13])[CH:11]=[CH:12][C:7]=2[S:6][C:5]2[CH:14]=[C:15]([O:18][CH3:19])[CH:16]=[CH:17][C:4]=2[CH2:3]1.[CH3:20][N:21]1[CH2:26][CH2:25][NH:24][CH2:23][CH2:22]1.[OH-].[Na+]>>[F:13][C:10]1[CH:11]=[CH:12][C:7]2[S:6][C:5]3[CH:14]=[C:15]([O:18][CH3:19])[CH:16]=[CH:17][C:4]=3[CH2:3][CH:2]([N:24]3[CH2:25][CH2:26][N:21]([CH3:20])[CH2:22][CH2:23]3)[C:8]=2[CH:9]=1 |f:2.3|. Procedure: 12 G. of 10-chloro-8-fluoro-10,11-dihydro-3-methoxy-dibenzo[b,f]thiepin are treated with 16.3 g. of N-methylpiperazine and stirred for 10 minutes at 110°-120° C. (internal temperature). Thereafter, the mixture is cooled and treated with 2N sodium hydroxide. The mixture is then extracted with ether and the organic phase washed with water. The ether solution is extracted with dilute methanesulfonic acid and the acidic solution made alkaline with sodium hydroxide and extracted with methylene chlori... The reactants are CC1([C@H]([C@@H]1C=C(C)C)C(=O)O)C ((-)-trans-2,2-dimethyl-3-isobutenylcyclopropane-1-carboxylic acid), S(=O)(Cl)Cl (thionyl chloride). The reagents and catalysts are B(Cl)(Cl)Cl (boron trichloride). The solvent is C1(=CC=CC=C1)C (toluene). Run at temperature 0 celsius, time 30 minute. Product: CC1(C(C1C=C(C)C)C(=O)Cl)C (2,2-dimethyl-3-isobutenylcyclopropane-1-carboxylic acid chloride). Yield: 85.9%. RXN SMILES: [CH3:1][C:2]1([CH3:12])[C@@H:4]([CH:5]=[C:6]([CH3:8])[CH3:7])[C@@H:3]1[C:9](O)=[O:10].S(Cl)([Cl:15])=O>B(Cl)(Cl)Cl.C1(C)C=CC=CC=1>[CH3:1][C:2]1([CH3:12])[CH:4]([CH:5]=[C:6]([CH3:8])[CH3:7])[CH:3]1[C:9]([Cl:15])=[O:10]. Procedure: In a 200 ml flask, there were charged (-)-trans-2,2-dimethyl-3-isobutenylcyclopropane-1-carboxylic acid (30.0 g) and toluene (70 g), and thionyl chloride (24.0 g) was added thereto from a dropping funnel at 70° to 80° C. over a period of 30 minutes with stirring. After completion of the addition, stirring was continued for an additional 2.5 hours at the same temperature. Thereafter, the reaction mixture was cooled to 0° C., and boron trichloride (0.94 g) was added thereto, followed by stirring f... The reactants are COC1=CC=C(CN2CC(CC2=O)C(=O)N)C=C1 (1-(4-methoxy-benzyl)-5-oxo-pyrrolidine-3-carboxylic acid amide), C(C)(=O)OI(C1=CC=CC=C1)OC(C)=O (bis(acetyloxy)(phenyl)-λ3-iodane), CC#N (CH3CN), Cl (HCl). The solvent is O (H2O), O (H2O). Reaction conditions: time 8 hour. Yields the product NC1CC(N(C1)CC1=CC=C(C=C1)OC)=O (4-amino-1-(4-methoxybenzyl)pyrrolidin-2-one). Isolated yield 63.2%. Reaction SMILES: [CH3:1][O:2][C:3]1[CH:18]=[CH:17][C:6]([CH2:7][N:8]2[C:12](=[O:13])[CH2:11][CH:10](C(N)=O)[CH2:9]2)=[CH:5][CH:4]=1.C(OI(OC(=O)C)C1C=CC=CC=1)(=O)C.Cl.CC#[N:37]>O>[NH2:37][CH:10]1[CH2:9][N:8]([CH2:7][C:6]2[CH:17]=[CH:18][C:3]([O:2][CH3:1])=[CH:4][CH:5]=2)[C:12](=[O:13])[CH2:11]1. Procedure: To a solution of 1-(4-methoxy-benzyl)-5-oxo-pyrrolidine-3-carboxylic acid amide (50.0 g, 201 mmol) in 560 mL of CH3CN and 560 mL of H2O was added bis(acetyloxy)(phenyl)-λ3-iodane (84.0 g, 261 mmol). The color of the mixture turned to light red. After being stirred at room temperature overnight, the reaction mixture was diluted with 1000 mL of H2O and acidified to pH 2 with concentrated HCl, then extracted with DCM (300 mL×3). The aqueous layer was then basified to pH 10 with 1 N aqueous solution...